This data is from the Open Reaction Database (ORD), a public repository of structured organic reaction records. The task is: describe an organic reaction: reactants, conditions, products, and yield Reactants: [Si](C)(C)(C(C)(C)C)OCC=1N=CN(C1)C1=C(C=C(C=C1)N1C(O[C@H](C1C)O)=O)F (3-(4-(4-t-Butyldimethylsilyloxymethylimidazol-1-yl)-3-fluorophenyl)-5(R)-hydroxy-methyloxazolidin-2-one), N(=NC(=O)N1CCCCC1)C(=O)N1CCCCC1 (1,1′-(azo-dicarbonyl)dipiperidine), C(C)(C)(C)OC(=O)NC1=NOC=C1 (3-(t-butoxycarbonyl-amino)isoxazole), C(CCC)P(CCCC)CCCC (Tributylphosphine). The solvent is O1CCCC1 (tetrahydrofuran), O1CCCC1 (tetrahydrofuran). Run at time 18 hour. Yields the product O1N=C(C=C1)NC[C@H]1CN(C(O1)=O)C1=CC(=C(C=C1)N1C=NC(=C1)CO)F (5(S)-Isoxazol-3-ylaminomethyl-3-(4(4-Hydroxymethylimidazol-1-yl)-3-fluorophenyl)oxazolidin-2-one). Yield: 13.9%. Reaction SMILES: [Si]([O:8][CH2:9][C:10]1[N:11]=[CH:12][N:13]([C:15]2[CH:20]=[CH:19][C:18]([N:21]3[CH:25](C)[C@H:24](O)[O:23][C:22]3=[O:28])=[CH:17][C:16]=2[F:29])[CH:14]=1)(C(C)(C)C)(C)C.C(O[C:35]([NH:37][C:38]1[CH:42]=[CH:41][O:40][N:39]=1)=O)(C)(C)C.C(P(CCCC)CCCC)CCC.N(C(N1CCCCC1)=O)=NC(N1CCCCC1)=O>O1CCCC1>[O:40]1[CH:41]=[CH:42][C:38]([NH:37][CH2:35][C@@H:24]2[O:23][C:22](=[O:28])[N:21]([C:18]3[CH:19]=[CH:20][C:15]([N:13]4[CH:14]=[C:10]([CH2:9][OH:8])[N:11]=[CH:12]4)=[C:16]([F:29])[CH:17]=3)[CH2:25]2)=[N:39]1. Procedure: 3-(4-(4-t-Butyldimethylsilyloxymethylimidazol-1-yl)-3-fluorophenyl)-5(R)-hydroxy-methyloxazolidin-2-one (842 mg, 2 mM, see WO 97-31917) and 3-(t-butoxycarbonyl-amino)isoxazole (405 mg, 2.2 mM) were suspended by stirring in dry tetrahydrofuran (15 ml) under nitrogen in an ice-bath. Tributylphosphine (444 mg, 2.2 mM) followed by 1,1′-(azo-dicarbonyl)dipiperidine (555 mg, 2.2 mM) dissolved in tetrahydrofuran (10 ml) were added. The mixture was then stirred 18 hours, allowing the temperature to rise... Starting materials: Cl (hydrochloric acid), N1C=CC2=CC=C(C=C12)C(=O)O (1H-indole-6-carboxylic acid), methyl ester, COC(=O)[C@H]1CO1 (methyl (2R)-glycidate), [H-].[Na+] (NaH), [Si](C)(C)(C)C=[N+]=[N-] (TMSCHN2). The solvent is O (water), CS(=O)C (DMSO). Run at time 25 minute. Product: C1=CN2C(C=CC=3C(=CC=C1C23)C(=O)O)C(=O)O (4H-pyrrolo[3,2,1-ij]quinoline-4,7-dicarboxylic acid). As a reaction SMILES: [NH:1]1[C:9]2[C:4](=[CH:5][CH:6]=[C:7]([C:10]([OH:12])=[O:11])[CH:8]=2)[CH:3]=[CH:2]1.C[O:14][C:15]([C@@H:17]1O[CH2:18]1)=[O:16].[H-].[Na+].Cl.[Si](C=[N+]=[N-])(C)(C)[CH3:24]>CS(C)=O.O>[CH:3]1[C:4]2[C:9]3[N:1]([CH:17]([C:15]([OH:14])=[O:16])[CH:18]=[CH:24][C:8]=3[C:7]([C:10]([OH:12])=[O:11])=[CH:6][CH:5]=2)[CH:2]=1 |f:2.3|. Reported procedure: To 1H-indole-6-carboxylic acid, 7-chloro-3-cyclohexyl-2-phenyl-, methyl ester (62 mg, 0.169 mmol) under N2 at r.t. in a microwave reaction tube was added a solution of methyl (2R)-glycidate (69 mg, 0.676 mmol) in DMSO (1 ml) and NaH (27 mg, 0.675 mmol, 60% in oil), and the reaction mixture stirred at r.t. for 1 hr 25 min. The reaction mixture was then placed under microwave irradiation in an Emrys Optimizer (Personal Chemistry) at 200° C. and with the absorption level set to high for 30 min. The... Reactants: [Al+3], Ic1ccc(CCCCCCCCCCCCCCCCCCOCc2ccccc2)cc1, COc1ccccc1, [Cl-], [Cl-], [Cl-], ClCCl. The product is OCCCCCCCCCCCCCCCCCCc1ccc(I)cc1. Reaction SMILES: [Al+3:43].[CH2:1]([c:2]1[cH:3][cH:4][cH:5][cH:6][cH:7]1)[O:8][CH2:9][CH2:10][CH2:11][CH2:12][CH2:13][CH2:14][CH2:15][CH2:16][CH2:17][CH2:18][CH2:19][CH2:20][CH2:21][CH2:22][CH2:23][CH2:24][CH2:25][CH2:26][c:27]1[cH:28][cH:29][c:30]([I:33])[cH:31][cH:32]1.[CH3:34][O:35][c:36]1[cH:37][cH:38][cH:39][cH:40][cH:41]1.[Cl-:42].[Cl-:44].[Cl-:45].[Cl:46][CH2:47][Cl:48]>>[OH:8][CH2:9][CH2:10][CH2:11][CH2:12][CH2:13][CH2:14][CH2:15][CH2:16][CH2:17][CH2:18][CH2:19][CH2:20][CH2:21][CH2:22][CH2:23][CH2:24][CH2:25][CH2:26][c:27]1[cH:28][cH:29][c:30]([I:33])[cH:31][cH:32]1.